This data is from the Open Reaction Database (ORD), a public repository of structured organic reaction records. The task is: describe an organic reaction: reactants, conditions, products, and yield Procedure: To 3.94 g (24.75 mmol) of purified 1-cyanato-4-(2-propenyl)benzene, prepared as described above, at 65° C. was added 10 μL of a 3% solution of Karstedt's™ catalyst (platinum-divinyltetramethyldisiloxane complex) in xylene (United Chemical Technologies, Bristol, Penn.). Trimethoxysilane (Aldrich) was added in 500 μL increments followed by 10 μL increments of the catalyst solution until NMR showed that the reaction was more than 80% complete. The product was distilled twice to yield 2.94 g (42%) o... The reactants are O(C#N)C1=CC=C(C=C1)CC=C (1-cyanato-4-(2-propenyl)benzene), solution, CO[SiH](OC)OC (Trimethoxysilane). The yield is 42.0%. Product: O(C#N)C1=CC=C(C=C1)CCC[Si](OC)(OC)OC (3-(4-cyanatophenyl)propyltrimethoxysilane). RXN SMILES: [O:1]([C:4]1[CH:9]=[CH:8][C:7]([CH2:10][CH:11]=[CH2:12])=[CH:6][CH:5]=1)[C:2]#[N:3].[CH3:13][O:14][SiH:15]([O:18][CH3:19])[O:16][CH3:17]>C1(C)C(C)=CC=CC=1>[O:1]([C:4]1[CH:9]=[CH:8][C:7]([CH2:10][CH2:11][CH2:12][Si:15]([O:18][CH3:19])([O:16][CH3:17])[O:14][CH3:13])=[CH:6][CH:5]=1)[C:2]#[N:3]. Run in C=1(C(=CC=CC1)C)C (xylene). Starting materials: Cc1ccsc1Br, CCNCC, C1CCOC1, CCCCCC, [Li]CCCC, CN(C)C=O. Product: Cc1cc(C=O)sc1Br. As a reaction SMILES: [Br:11][c:12]1[s:13][cH:14][cH:15][c:16]1[CH3:17].[CH2:1]([NH:2][CH2:3][CH3:4])[CH3:5].[CH2:23]1[O:24][CH2:25][CH2:26][CH2:27]1.[CH3:28][CH2:29][CH2:30][CH2:31][CH2:32][CH3:33].[CH3:6][CH2:7][CH2:8][CH2:9][Li:10].[O:18]=[CH:19][N:20]([CH3:21])[CH3:22]>>[Br:11][c:12]1[s:13][c:14]([CH:19]=[O:18])[cH:15][c:16]1[CH3:17]. The reactants are Cc1cc(N2CCC(CC(=O)O)CC2)c2c(C)cn(-c3c(C)cc(Br)cc3C)c2n1, CC(Cl)OC(=O)OC1CCCCC1, O=C([O-])[O-], Cl, [I-], [K+], [K+], [Na+], CN(C)C=O, O. Yields the product Cc1cc(N2CCC(CC(=O)OC(C)OC(=O)OC3CCCCC3)CC2)c2c(C)cn(-c3c(C)cc(Br)cc3C)c2n1. RXN SMILES: [Br:2][c:3]1[cH:4][c:5]([CH3:31])[c:6](-[n:10]2[cH:11][c:12]([CH3:30])[c:13]3[c:14]2[n:15][c:16]([CH3:29])[cH:17][c:18]3[N:19]2[CH2:20][CH2:21][CH:22]([CH2:25][C:26](=[O:27])[OH:28])[CH2:23][CH2:24]2)[c:7]([CH3:9])[cH:8]1.[C:32]([O:33][CH:34]([CH3:35])[Cl:36])([O:37][CH:38]1[CH2:39][CH2:40][CH2:41][CH2:42][CH2:43]1)=[O:44].[C:45](=[O:46])([O-:47])[O-:48].[ClH:1].[I-:51].[K+:49].[K+:50].[Na+:52].[O:53]=[CH:54][N:55]([CH3:56])[CH3:57].[OH2:58]>>[Br:2][c:3]1[cH:4][c:5]([CH3:31])[c:6](-[n:10]2[cH:11][c:12]([CH3:30])[c:13]3[c:14]2[n:15][c:16]([CH3:29])[cH:17][c:18]3[N:19]2[CH2:20][CH2:21][CH:22]([CH2:25][C:26]([O:27][CH:34]([O:33][C:32]([O:37][CH:38]3[CH2:39][CH2:40][CH2:41][CH2:42][CH2:43]3)=[O:44])[CH3:35])=[O:28])[CH2:23][CH2:24]2)[c:7]([CH3:9])[cH:8]1. The reactants are CCCCCCCN(CCc1ccc(CC(O)C(=O)OCC)cc1)C(=O)OC(C)(C)C, [CH2]C, Sc1ccccc1. The product is CCCCCCCN(CCc1ccc(CC(Sc2ccccc2)C(=O)OCC)cc1)C(=O)OC(C)(C)C. RXN SMILES: [CH2:1]([CH3:2])[O:3][C:4]([CH:5]([CH2:6][c:7]1[cH:8][cH:9][c:10]([CH2:13][CH2:14][N:15]([CH2:16][CH2:17][CH2:18][CH2:19][CH2:20][CH2:21][CH3:22])[C:23](=[O:24])[O:25][C:26]([CH3:27])([CH3:28])[CH3:29])[cH:11][cH:12]1)[OH:30])=[O:31].[CH2:39][CH3:40].[SH:32][c:33]1[cH:34][cH:35][cH:36][cH:37][cH:38]1>>[CH2:1]([CH3:2])[O:3][C:4]([CH:5]([CH2:6][c:7]1[cH:8][cH:9][c:10]([CH2:13][CH2:14][N:15]([CH2:16][CH2:17][CH2:18][CH2:19][CH2:20][CH2:21][CH3:22])[C:23](=[O:24])[O:25][C:26]([CH3:27])([CH3:28])[CH3:29])[cH:11][cH:12]1)[S:32][c:33]1[cH:34][cH:35][cH:36][cH:37][cH:38]1)=[O:31]. Starting materials: CCCC[SnH](CCCC)CCCC, C#CC(CCCCC)O[Si](C)(C)C, C=C[SnH3]. The product is CCCCCC(C=C[Sn](CCCC)(CCCC)CCCC)O[Si](C)(C)C. As a reaction SMILES: [CH2:14]([CH2:15][CH2:16][CH3:17])[SnH:18]([CH2:19][CH2:20][CH2:21][CH3:22])[CH2:23][CH2:24][CH2:25][CH3:26].[CH3:1][Si:2]([O:3][CH:4]([C:5]#[CH:6])[CH2:7][CH2:8][CH2:9][CH2:10][CH3:11])([CH3:12])[CH3:13].[CH:27]([SnH3:28])=[CH2:29]>>[CH3:1][Si:2]([O:3][CH:4]([CH:5]=[CH:6][Sn:18]([CH2:14][CH2:15][CH2:16][CH3:17])([CH2:19][CH2:20][CH2:21][CH3:22])[CH2:23][CH2:24][CH2:25][CH3:26])[CH2:7][CH2:8][CH2:9][CH2:10][CH3:11])([CH3:12])[CH3:13]. Yields the product N#Cc1cc(Cl)c2nc(-c3cc(Cl)nn3-c3ncccc3Cl)oc(=O)c2c1. As a reaction SMILES: [CH3:35][CH2:36][O:37][C:38](=[O:39])[CH3:40].[Cl:1][c:2]1[cH:3][c:4]([I:26])[cH:5][c:6]2[c:7](=[O:25])[o:8][c:9](-[c:12]3[cH:13][c:14]([Cl:24])[n:15][n:16]3-[c:17]3[n:18][cH:19][cH:20][cH:21][c:22]3[Cl:23])[n:10][c:11]12.[Cu:27][C:28]#[N:29].[Cu:41][I:42].[O:30]1[CH2:31][CH2:32][CH2:33][CH2:34]1>>[Cl:1][c:2]1[cH:3][c:4]([C:28]#[N:29])[cH:5][c:6]2[c:7](=[O:25])[o:8][c:9](-[c:12]3[cH:13][c:14]([Cl:24])[n:15][n:16]3-[c:17]3[n:18][cH:19][cH:20][cH:21][c:22]3[Cl:23])[n:10][c:11]12. Starting materials: CCOC(C)=O, O=c1oc(-c2cc(Cl)nn2-c2ncccc2Cl)nc2c(Cl)cc(I)cc12, N#C[Cu], [Cu]I, C1CCOC1.